Dataset: the Open Reaction Database (ORD), a public repository of structured organic reaction records. Task: describe an organic reaction: reactants, conditions, products, and yield Reactants: BrCCCC#CC1=CC=C(C=C1)NC(=O)NCC=1C(=C2C(=NC1CC)N(N=C2)CC)NC2CCOCC2 (1-(4-(5-bromopent-1-yn-1-yl)phenyl)-3-((1,6-diethyl-4-((tetrahydro-2H-pyran-4-yl)amino)-1H-pyrazolo[3,4-b]pyridin-5-yl)methyl)urea), NC1=CC=C(C=C1)CCCCOCCCCCCN(C(OC(C)(C)C)=O)C[C@H](O[Si](C)(C)C(C)(C)C)C1=C2C=CC(=NC2=C(C=C1)OC(=O)OC(C)(C)C)OC(=O)OC(C)(C)C ((R)-tert-butyl (6-(4-(4-aminophenyl)butoxy)hexyl)(2-(2,8-bis((tert-butoxycarbonyl)oxy)quinolin-5-yl)-2-((tert-butyldimethylsilyl)oxy)ethyl)carbamate), C65H99N8O12Si. The product is C(C)(C)(C)OC(=O)OC1=NC2=C(C=CC(=C2C=C1)[C@H](CN(C(OC(C)(C)C)=O)CCCCCCOCCCCC1=CC=C(C=C1)NC(=O)NCC=1C(=C2C(=NC1CC)N(N=C2)CC)NC2CCOCC2)O[Si](C)(C)C(C)(C)C)OC(=O)OC(C)(C)C ((R)-tert-butyl (2-(2,8-bis((tert-butoxycarbonyl)oxy)quinolin-5-yl)-2-((tert-butyldimethylsilyl)oxy)ethyl)(6-(4-(4-(3-((1,6-diethyl-4-((tetrahydro-2H-pyran-4-yl)amino)-1H-pyrazolo[3,4-b]pyridin-5-yl)methyl)ureido)phenyl)butoxy)hexyl)carbamate). Reaction SMILES: BrCCCC#CC1C=C[C:10]([NH:13][C:14]([NH:16][CH2:17][C:18]2[C:19]([NH:31][CH:32]3[CH2:37][CH2:36][O:35][CH2:34][CH2:33]3)=[C:20]3[CH:28]=[N:27][N:26]([CH2:29][CH3:30])[C:21]3=[N:22][C:23]=2[CH2:24][CH3:25])=[O:15])=[CH:9]C=1.NC1C=[CH:43][C:42]([CH2:45][CH2:46][CH2:47][CH2:48][O:49][CH2:50][CH2:51][CH2:52][CH2:53][CH2:54][CH2:55][N:56]([CH2:64][C@@H:65]([C:74]2[CH:83]=[CH:82][C:81]([O:84][C:85]([O:87][C:88]([CH3:91])([CH3:90])[CH3:89])=[O:86])=[C:80]3[C:75]=2[CH:76]=[CH:77][C:78]([O:92][C:93]([O:95][C:96]([CH3:99])([CH3:98])[CH3:97])=[O:94])=[N:79]3)[O:66][Si:67]([C:70]([CH3:73])([CH3:72])[CH3:71])([CH3:69])[CH3:68])[C:57](=[O:63])[O:58][C:59]([CH3:62])([CH3:61])[CH3:60])=[CH:41][CH:40]=1>>[C:96]([O:95][C:93]([O:92][C:78]1[CH:77]=[CH:76][C:75]2[C:80](=[C:81]([O:84][C:85]([O:87][C:88]([CH3:91])([CH3:90])[CH3:89])=[O:86])[CH:82]=[CH:83][C:74]=2[C@@H:65]([O:66][Si:67]([C:70]([CH3:73])([CH3:72])[CH3:71])([CH3:69])[CH3:68])[CH2:64][N:56]([CH2:55][CH2:54][CH2:53][CH2:52][CH2:51][CH2:50][O:49][CH2:48][CH2:47][CH2:46][CH2:45][C:42]2[CH:41]=[CH:40][C:10]([NH:13][C:14]([NH:16][CH2:17][C:18]3[C:19]([NH:31][CH:32]4[CH2:37][CH2:36][O:35][CH2:34][CH2:33]4)=[C:20]4[CH:28]=[N:27][N:26]([CH2:29][CH3:30])[C:21]4=[N:22][C:23]=3[CH2:24][CH3:25])=[O:15])=[CH:9][CH:43]=2)[C:57](=[O:63])[O:58][C:59]([CH3:62])([CH3:61])[CH3:60])[N:79]=1)=[O:94])([CH3:97])([CH3:98])[CH3:99]. Procedure details: The title compound was prepared in a manner analogous to that described for Intermediate 35, using Intermediate 42 in place of Intermediate 24. ES/MS calcd. for C65H99N8O12Si+ 1211.7. found m/z=1211.6 (M+H)+.